From a dataset of the Open Reaction Database (ORD), a public repository of structured organic reaction records. describe an organic reaction: reactants, conditions, products, and yield Procedure details: 50 g (0.127 mol) of (S)-7-amino-6-bromo-5-(o-chlorophenyl)-1,3-dihydro-1,3-dimethyl-2H-1,4-benzodiazepin-2-one are dissolved in 700 ml of 1,2-dichloroethane while warming and the still hot solution is added dropwise while stirring and cooling to a mixture of 90 ml (0.173 mol) of a 20 percent solution of phosgene in toluene and 500 ml of dichloroethane in such a manner that the temperature does not exceed 10°. The mixture is subsequently heated to boiling under reflux while stirring for 1 hour, 5... Reaction SMILES: [NH2:1][C:2]1[CH:3]=[CH:4][C:5]2[N:11]([CH3:12])[C:10](=[O:13])[C@H:9]([CH3:14])[N:8]=[C:7]([C:15]3[CH:20]=[CH:19][CH:18]=[CH:17][C:16]=3[Cl:21])[C:6]=2[C:22]=1[Br:23].[C:24](Cl)(Cl)=[O:25]>ClCCCl.C1(C)C=CC=CC=1.ClC(Cl)C>[Br:23][C:22]1[C:6]2[C:7]([C:15]3[CH:20]=[CH:19][CH:18]=[CH:17][C:16]=3[Cl:21])=[N:8][C@@H:9]([CH3:14])[C:10](=[O:13])[N:11]([CH3:12])[C:5]=2[CH:4]=[CH:3][C:2]=1[N:1]=[C:24]=[O:25]. Starting materials: solution, C(=O)(Cl)Cl (phosgene), NC=1C=CC2=C(C(=N[C@H](C(N2C)=O)C)C2=C(C=CC=C2)Cl)C1Br ((S)-7-amino-6-bromo-5-(o-chlorophenyl)-1,3-dihydro-1,3-dimethyl-2H-1,4-benzodiazepin-2-one). Run in C1(=CC=CC=C1)C (toluene), ClC(C)Cl (dichloroethane), ClCCCl (1,2-dichloroethane). Yields the product BrC1=C(C=CC2=C1C(=N[C@H](C(N2C)=O)C)C2=C(C=CC=C2)Cl)N=C=O ((S)-[6-bromo-5-(o-chlorophenyl)-2,3-dihydro-1,3-dimethyl-2-oxo-1H-1,4-benzodiazepin-7-yl]isocyanate).